Dataset: the Open Reaction Database (ORD), a public repository of structured organic reaction records. Task: describe an organic reaction: reactants, conditions, products, and yield Starting materials: BrCC(=O)C1=C(C=C(C=C1C)OC1=NC=CN=C1)C (2-Bromo-1-(2,6-dimethyl-4-(pyrazin-2-yloxy)phenyl)ethanone), NC(=S)N (thiourea). Solvent: CCO (EtOH). Product: CC1=C(C(=CC(=C1)OC1=NC=CN=C1)C)C=1N=C(SC1)N (4-(2,6-Dimethyl-4-(pyrazin-2-yloxy)phenyl)thiazol-2-amine). Isolated yield 53.6%. RXN SMILES: Br[CH2:2][C:3]([C:5]1[C:10]([CH3:11])=[CH:9][C:8]([O:12][C:13]2[CH:18]=[N:17][CH:16]=[CH:15][N:14]=2)=[CH:7][C:6]=1[CH3:19])=O.[NH2:20][C:21]([NH2:23])=[S:22]>CCO>[CH3:19][C:6]1[CH:7]=[C:8]([O:12][C:13]2[CH:18]=[N:17][CH:16]=[CH:15][N:14]=2)[CH:9]=[C:10]([CH3:11])[C:5]=1[C:3]1[N:20]=[C:21]([NH2:23])[S:22][CH:2]=1. Reported procedure: A mixture of 2-bromo-1-(2,6-dimethyl-4-(pyrazin-2-yloxy)phenyl)ethanone (7-2, 6.16 g, 19.2 mmol) and thiourea (1.46 g, 19.2 mmol) in 95% EtOH (27.4 mL) was heated at reflux for 60 min. The solution was concentrated and added with water and saturated aqueous Na2CO3 (1.0 mL). The resultant precipitate was filtered and recrystallized in toluene. The solids were filtered and dried under vacuum to give 4-(2,6-dimethyl-4-(pyrazin-2-yloxy)phenyl)thiazol-2-amine (7-3, 3.07 g) as brown solids in 54% yiel... The reactants are OC[C@H](C1=CC=CC=C1)NC1=NC=NC2=CC(=C(C=C12)OC)OC ((S)-4-[α-(hydroxymethyl)benzylamino]-6,7dimethoxyquinazoline), C(C)(=O)OC(C)=O (acetic anhydride), O (water). Yields the product C(C)(=O)OC[C@H](C1=CC=CC=C1)NC1=NC=NC2=CC(=C(C=C12)OC)OC ((S)-4-[α-(acetoxymethyl)benzylamino]-6,7-dimethoxyquinazoline). Isolated yield 90.0%. RXN SMILES: [OH:1][CH2:2][C@@H:3]([NH:10][C:11]1[C:20]2[C:15](=[CH:16][C:17]([O:23][CH3:24])=[C:18]([O:21][CH3:22])[CH:19]=2)[N:14]=[CH:13][N:12]=1)[C:4]1[CH:9]=[CH:8][CH:7]=[CH:6][CH:5]=1.O.[C:26](OC(=O)C)(=[O:28])[CH3:27]>>[C:26]([O:1][CH2:2][C@@H:3]([NH:10][C:11]1[C:20]2[C:15](=[CH:16][C:17]([O:23][CH3:24])=[C:18]([O:21][CH3:22])[CH:19]=2)[N:14]=[CH:13][N:12]=1)[C:4]1[CH:5]=[CH:6][CH:7]=[CH:8][CH:9]=1)(=[O:28])[CH3:27]. Reported procedure: A solution of (S)-4-[α-(hydroxymethyl)benzylamino]-6,7dimethoxyquinazoline (70 mg, 0.21 mmol) in acetic anhydride (2 ml) was stirred at room temperature for 3 h. Then water was added to the reaction mixture, the precipitate was filtered, washed with water and dried under vacuum. Thus pure title compound was obtained in 90% yield (71 mg). Reactants: FC(F)(F)c1cc(Br)c2[nH]ccc2c1, [Li]CCCC, CN(C)C=O, C1CCOC1. Product: O=Cc1cc(C(F)(F)F)cc2cc[nH]c12. RXN SMILES: [Br:1][c:2]1[cH:3][c:4]([C:11]([F:12])([F:13])[F:14])[cH:5][c:6]2[cH:7][cH:8][nH:9][c:10]12.[CH3:15][CH2:16][CH2:17][CH2:18][Li:19].[CH3:20][N:21]([CH:22]=[O:23])[CH3:24].[O:25]1[CH2:26][CH2:27][CH2:28][CH2:29]1>>[c:2]1([CH:22]=[O:23])[cH:3][c:4]([C:11]([F:12])([F:13])[F:14])[cH:5][c:6]2[cH:7][cH:8][nH:9][c:10]12. Starting materials: Cc1ccc(S(=O)(=O)Cl)cc1, O, CC(C)C(CO)NC(=O)OC(C)(C)C, c1ccncc1. Product: Cc1ccc(S(=O)(=O)OCC(NC(=O)OC(C)(C)C)C(C)C)cc1. As a reaction SMILES: [CH3:1][c:2]1[cH:3][cH:4][c:5]([S:8](=[O:9])(=[O:10])[Cl:11])[cH:6][cH:7]1.[OH2:26].[OH:12][CH2:13][CH:14]([CH:15]([CH3:16])[CH3:17])[NH:18][C:19]([O:20][C:21]([CH3:22])([CH3:23])[CH3:24])=[O:25].[cH:27]1[cH:28][cH:29][n:30][cH:31][cH:32]1>>[CH3:1][c:2]1[cH:3][cH:4][c:5]([S:8](=[O:9])(=[O:10])[O:12][CH2:13][CH:14]([CH:15]([CH3:16])[CH3:17])[NH:18][C:19]([O:20][C:21]([CH3:22])([CH3:23])[CH3:24])=[O:25])[cH:6][cH:7]1. Reactants: O=C1C2=CC=CC=C2C=2C(=CC=CC12)C=O (9-Oxo-9H-fluorene-4-carbaldehyde), C(C)(=O)O (acetic acid), N1CCCCC1 (piperidine), C(#N)C=C(C)[O-].[Na+] (Sodium 1-cyanoprop-1-en-2-olate). Run in ClCCl (dichloromethane), ClCCl (dichloromethane). Reaction conditions: time 4 hour. Product: O=C(C(C#N)=CC1=CC=CC=2C(C3=CC=CC=C3C12)=O)C (3-Oxo-2-[(9-oxo-9H-fluoren-4-yl)methylene]butanenitrile). As a reaction SMILES: [C:1]([CH:3]=[C:4]([O-:6])[CH3:5])#[N:2].[Na+].[O:8]=[C:9]1[C:21]2[CH:20]=[CH:19][CH:18]=[C:17]([CH:22]=O)[C:16]=2[C:15]2[C:10]1=[CH:11][CH:12]=[CH:13][CH:14]=2.C(O)(=O)C.N1CCCCC1>ClCCl>[O:6]=[C:4]([CH3:5])[C:3](=[CH:22][C:17]1[C:16]2[C:15]3[C:10](=[CH:11][CH:12]=[CH:13][CH:14]=3)[C:9](=[O:8])[C:21]=2[CH:20]=[CH:19][CH:18]=1)[C:1]#[N:2] |f:0.1|. Procedure: The compound from example 11A (5.21 g, 25.0 mmol) is introduced into 180 ml of dichloromethane, and the compound from example 20A (2.89 g, 27.5 mmol), acetic acid (1.72 ml, 30.0 mmol) and piperidine (0.25 ml, 2.50 mmol) are added. The mixture is stirred at the boiling point with a water trap for 4 h. Cooling to RT is followed by dilution with 30 ml of dichloromethane and washing with water (2×50 ml), the organic phase is dried over sodium sulfate and the solvent is removed in a rotary evaporator... The reactants are ClC=1N=C(C2=C(N1)C(=NC=N2)SC(C)C)N2CCOCC2 (2-chloro-8-isopropylthio-4-morpholino-pyrimido-[5,4-d]-pyrimidine), N1CCNCC1 (piperazine). Yields the product C(C)(C)SC1=NC=NC2=C1N=C(N=C2N2CCOCC2)N2CCNCC2 (8-Isopropylthio-4-morpholino-2-piperazino-pyrimido-[5,4-d]-pyrimidine). Reaction SMILES: Cl[C:2]1[N:3]=[C:4]([N:16]2[CH2:21][CH2:20][O:19][CH2:18][CH2:17]2)[C:5]2[N:11]=[CH:10][N:9]=[C:8]([S:12][CH:13]([CH3:15])[CH3:14])[C:6]=2[N:7]=1.[NH:22]1[CH2:27][CH2:26][NH:25][CH2:24][CH2:23]1>>[CH:13]([S:12][C:8]1[C:6]2[N:7]=[C:2]([N:22]3[CH2:27][CH2:26][NH:25][CH2:24][CH2:23]3)[N:3]=[C:4]([N:16]3[CH2:21][CH2:20][O:19][CH2:18][CH2:17]3)[C:5]=2[N:11]=[CH:10][N:9]=1)([CH3:15])[CH3:14]. Reported procedure: This compound was prepared analogous to Example 1 from 2-chloro-8-isopropylthio-4-morpholino-pyrimido-[5,4-d]-pyrimidine (m.p.: 132°-134° C.) and piperazine. RXN SMILES: [CH3:27][CH2:28][OH:29].[F:1][c:2]1[cH:3][cH:4][c:5](-[c:8]2[c:9]([CH2:22][O:23][CH3:24])[n:10][c:11]([CH:13]3[CH2:14][CH2:15][N:16]([C:19](=[O:20])[CH3:21])[CH2:17][CH2:18]3)[o:12]2)[cH:6][cH:7]1.[Na+:26].[OH-:25].[OH2:30]>>[F:1][c:2]1[cH:3][cH:4][c:5](-[c:8]2[c:9]([CH2:22][O:23][CH3:24])[n:10][c:11]([CH:13]3[CH2:14][CH2:15][NH:16][CH2:17][CH2:18]3)[o:12]2)[cH:6][cH:7]1. Starting materials: CCO, COCc1nc(C2CCN(C(C)=O)CC2)oc1-c1ccc(F)cc1, [Na+], [OH-], O. Yields the product COCc1nc(C2CCNCC2)oc1-c1ccc(F)cc1.